Task: describe an organic reaction: reactants, conditions, products, and yield. Dataset: the Open Reaction Database (ORD), a public repository of structured organic reaction records The reactants are O=C1CC(Br)C1, OCCO, Cc1ccc(S(=O)(=O)[O-])cc1, c1ccccc1, c1cc[nH+]cc1. The product is BrC1CC2(C1)OCCO2. Reaction SMILES: [Br:1][CH:2]1[CH2:3][C:4](=[O:6])[CH2:5]1.[CH2:7]([CH2:8][OH:9])[OH:10].[c:11]1([CH3:12])[cH:13][cH:14][c:15]([S:16]([O-:17])(=[O:18])=[O:19])[cH:20][cH:21]1.[cH:28]1[cH:29][cH:30][cH:31][cH:32][cH:33]1.[nH+:22]1[cH:23][cH:24][cH:25][cH:26][cH:27]1>>[Br:1][CH:2]1[CH2:3][C:4]2([CH2:5]1)[O:6][CH2:7][CH2:8][O:9]2. The reactants are [BH4-], O=C(n1ccnc1)n1ccnc1, C1CCOC1, O=C(O)c1ccc([N+](=O)[O-])cc1Cl, Cl, [Na+], O. The product is O=[N+]([O-])c1ccc(CO)c(Cl)c1. RXN SMILES: [BH4-:26].[C:1]([n:2]1[cH:3][cH:4][n:5][cH:6]1)([n:7]1[cH:8][cH:9][n:10][cH:11]1)=[O:12].[CH2:29]1[O:30][CH2:31][CH2:32][CH2:33]1.[Cl:13][c:14]1[c:15]([C:16](=[O:17])[OH:18])[cH:19][cH:20][c:21]([N+:23](=[O:24])[O-:25])[cH:22]1.[ClH:28].[Na+:27].[OH2:34]>>[Cl:13][c:14]1[c:15]([CH2:16][OH:17])[cH:19][cH:20][c:21]([N+:23](=[O:24])[O-:25])[cH:22]1. Product: C([C@@H]1[C@@H]2[C@@H]([C@H]([C@H](O1)O[C@@H]3[C@H](O[C@@H]([C@@H]([C@H]3O)O)O[C@@H]4[C@H](O[C@@H]([C@@H]([C@H]4O)O)O[C@@H]5[C@H](O[C@@H]([C@@H]([C@H]5O)O)O[C@@H]6[C@H](O[C@@H]([C@@H]([C@H]6O)O)O[C@@H]7[C@H](O[C@@H]([C@@H]([C@H]7O)O)O[C@@H]8[C@H](O[C@H](O2)[C@@H]([C@H]8O)O)CO)CO)CO)CO)CO)CO)O)O)O (β-cyclodextrin). Solvent: O (water), C1CCOC1 (THF), C1CCOC1 (THF), CC#N (CH3CN). Procedure details: Synthesis of H-Glu-Glu-Adamantane 7. H-Glu(Bn)-OH (3.55 g, 15 mmol) was dissolved in water (16 mL) containing sodium bicarbonate (1.26 g, 15 mmol). To the mixture was added Z-Glu(Bn)-OSu (4.68 g, 10 mmol) in THF (30 mL). To the mixture was added another 30 mL THF, 20 mL CH3CN and then 2N NaOH 10 mL. The solution was stirred for 16 hours at room temperature. THF and CH3CN was evaporated under high vacuum. To the aqueous mixture was added 1 N HCl to adjust the pH to 3. Precipitation was observed. ... As a reaction SMILES: [CH2:1]([OH:77])[C@H:2]1[O:7][C@@H:6]2[O:8][C@H:9]3[C@H:14]([OH:15])[C@@H:13]([OH:16])[C@@H:12]([O:17][C@H:18]4[C@H:23]([OH:24])[C@@H:22]([OH:25])[C@@H:21]([O:26][C@H:27]5[C@H:32]([OH:33])[C@@H:31]([OH:34])[C@@H:30]([O:35][C@H:36]6[C@H:41]([OH:42])[C@@H:40]([OH:43])[C@@H:39]([O:44][C@H:45]7[C@H:50]([OH:51])[C@@H:49]([OH:52])[C@@H:48]([O:53][C@H:54]8[C@H:60]([OH:61])[C@@H:59]([OH:62])[C@@H:57]([O:58][C@H:3]1[C@H:4]([OH:76])[C@H:5]2[OH:75])[O:56][C@@H:55]8[CH2:63][OH:64])[O:47][C@@H:46]7[CH2:65][OH:66])[O:38][C@@H:37]6[CH2:67][OH:68])[O:29][C@@H:28]5[CH2:69][OH:70])[O:20][C@@H:19]4[CH2:71][OH:72])[O:11][C@@H:10]3[CH2:73][OH:74].CC(OOC(C)(C)C)(C)C.N[C@H](C(O)=O)CCC(=O)OCC1C=CC=CC=1.C(=O)(O)[O-].[Na+].N(C(OCC1C=CC=CC=1)=O)[C@H](C(ON1C(=O)CCC1=O)=O)CCC(=O)OCC1C=CC=CC=1.[OH-].[Na+]>O.C1COCC1.CC#N>[CH2:67]([OH:68])[C@H:37]1[O:38][C@@H:39]2[O:44][C@H:45]3[C@H:50]([OH:51])[C@@H:49]([OH:52])[C@@H:48]([O:53][C@H:54]4[C@H:60]([OH:61])[C@@H:59]([OH:62])[C@@H:57]([O:58][C@H:3]5[C@H:4]([OH:76])[C@@H:5]([OH:75])[C@@H:6]([O:8][C@H:9]6[C@H:14]([OH:15])[C@@H:13]([OH:16])[C@@H:12]([O:17][C@H:18]7[C@H:23]([OH:24])[C@@H:22]([OH:25])[C@@H:21]([O:26][C@H:27]8[C@H:32]([OH:33])[C@@H:31]([OH:34])[C@@H:30]([O:35][C@H:36]1[C@H:41]([OH:42])[C@H:40]2[OH:43])[O:29][C@@H:28]8[CH2:69][OH:70])[O:20][C@@H:19]7[CH2:71][OH:72])[O:11][C@@H:10]6[CH2:73][OH:74])[O:7][C@@H:2]5[CH2:1][OH:77])[O:56][C@@H:55]4[CH2:63][OH:64])[O:47][C@@H:46]3[CH2:65][OH:66] |f:0.1,3.4,6.7|. Reactants: N[C@@H](CCC(OCC1=CC=CC=C1)=O)C(=O)O (H-Glu(Bn)-OH), C([C@@H]1[C@@H]2[C@@H]([C@H]([C@H](O1)O[C@@H]3[C@H](O[C@@H]([C@@H]([C@H]3O)O)O[C@@H]4[C@H](O[C@@H]([C@@H]([C@H]4O)O)O[C@@H]5[C@H](O[C@@H]([C@@H]([C@H]5O)O)O[C@@H]6[C@H](O[C@@H]([C@@H]([C@H]6O)O)O[C@@H]7[C@H](O[C@@H]([C@@H]([C@H]7O)O)O[C@@H]8[C@H](O[C@H](O2)[C@@H]([C@H]8O)O)CO)CO)CO)CO)CO)CO)O)O)O.CC(C)(C)OOC(C)(C)C (β-cyclodextrin DTBP), N([C@@H](CCC(OCC1=CC=CC=C1)=O)C(=O)ON1C(=O)CCC1=O)C(=O)OCC1=CC=CC=C1 (Z-Glu(Bn)-OSu), [OH-].[Na+] (NaOH), C([O-])(O)=O.[Na+] (sodium bicarbonate). Run at time 16 hour. Starting materials: Fc1c(Br)nc(Br)c(F)c1Br, CC1(C)OB(c2cc([N+](=O)[O-])ccc2F)OC1(C)C, [Na+], [Na+], O=C([O-])[O-], C1CCOC1, c1ccc(P(c2ccccc2)(c2ccccc2)[Pd](P(c2ccccc2)(c2ccccc2)c2ccccc2)(P(c2ccccc2)(c2ccccc2)c2ccccc2)P(c2ccccc2)(c2ccccc2)c2ccccc2)cc1. The product is O=[N+]([O-])c1ccc(F)c(-c2nc(Br)c(F)c(Br)c2F)c1. RXN SMILES: [Br:1][c:2]1[n:3][c:4]([Br:11])[c:5]([F:10])[c:6]([Br:9])[c:7]1[F:8].[F:12][c:13]1[c:14]([B:22]2[O:23][C:24]([CH3:25])([CH3:26])[C:27]([CH3:28])([CH3:29])[O:30]2)[cH:15][c:16]([N+:19](=[O:20])[O-:21])[cH:17][cH:18]1.[Na+:31].[Na+:32].[O-:33][C:34](=[O:35])[O-:36].[O:114]1[CH2:115][CH2:116][CH2:117][CH2:118]1.[cH:37]1[cH:38][cH:39][c:40]([P:41]([Pd:42]([P:43]([c:44]2[cH:45][cH:46][cH:47][cH:48][cH:49]2)([c:50]2[cH:51][cH:52][cH:53][cH:54][cH:55]2)[c:56]2[cH:57][cH:58][cH:59][cH:60][cH:61]2)([P:62]([c:63]2[cH:64][cH:65][cH:66][cH:67][cH:68]2)([c:69]2[cH:70][cH:71][cH:72][cH:73][cH:74]2)[c:75]2[cH:76][cH:77][cH:78][cH:79][cH:80]2)[P:81]([c:82]2[cH:83][cH:84][cH:85][cH:86][cH:87]2)([c:88]2[cH:89][cH:90][cH:91][cH:92][cH:93]2)[c:94]2[cH:95][cH:96][cH:97][cH:98][cH:99]2)([c:100]2[cH:101][cH:102][cH:103][cH:104][cH:105]2)[c:106]2[cH:107][cH:108][cH:109][cH:110][cH:111]2)[cH:112][cH:113]1>>[c:2]1(-[c:14]2[c:13]([F:12])[cH:18][cH:17][c:16]([N+:19](=[O:20])[O-:21])[cH:15]2)[n:3][c:4]([Br:11])[c:5]([F:10])[c:6]([Br:9])[c:7]1[F:8]. Starting materials: CC(=O)c1ccc(N2CCNCC2)c(F)c1, COC(=O)c1ccc([N+](=O)[O-])cc1C(=O)[O-]. The product is COC(=O)c1ccc([N+](=O)[O-])cc1C(=O)N1CCN(c2ccc(C(C)=O)cc2F)CC1. RXN SMILES: [F:17][c:18]1[cH:19][c:20]([C:30]([CH3:31])=[O:32])[cH:21][cH:22][c:23]1[N:24]1[CH2:25][CH2:26][NH:27][CH2:28][CH2:29]1.[N+:1](=[O:2])([O-:3])[c:4]1[cH:5][c:6]([C:14](=[O:15])[O-:16])[c:7]([C:8](=[O:9])[O:10][CH3:11])[cH:12][cH:13]1>>[N+:1](=[O:2])([O-:3])[c:4]1[cH:5][c:6]([C:14](=[O:16])[N:27]2[CH2:26][CH2:25][N:24]([c:23]3[c:18]([F:17])[cH:19][c:20]([C:30]([CH3:31])=[O:32])[cH:21][cH:22]3)[CH2:29][CH2:28]2)[c:7]([C:8](=[O:9])[O:10][CH3:11])[cH:12][cH:13]1.